From a dataset of the Open Reaction Database (ORD), a public repository of structured organic reaction records. describe an organic reaction: reactants, conditions, products, and yield Reactants: CON, CCO, ClCCl, Cl, CCOC(=O)C(=O)CC(C)=O. Product: CCOC(=O)C(CC(C)=O)=NOC. Reaction SMILES: [CH3:13][O:14][NH2:15].[CH3:16][CH2:17][OH:18].[Cl:19][CH2:20][Cl:21].[ClH:12].[O:1]=[C:2]([C:3](=[O:4])[O:5][CH2:6][CH3:7])[CH2:8][C:9]([CH3:10])=[O:11]>>[C:2]([C:3](=[O:4])[O:5][CH2:6][CH3:7])([CH2:8][C:9]([CH3:10])=[O:11])=[N:15][O:14][CH3:13]. The reactants are C(=O)(O)[O-].[Na+] (NaHCO3), Br (HBr), COC1=CC=C(CNC2=CC=NC3=CC=CN=C23)C=C1 ((4-methoxy-benzyl)-[1,5]naphthyridin-4-yl-amine). Reaction conditions: temperature 80 celsius. Product: N (NH3), N1=CC=C(C2=NC=CC=C12)N ([1,5]Naphthyridin-4-ylamine). Isolated yield 183.2%. Reaction SMILES: Br.COC1C=CC(C[NH:9][C:10]2[C:19]3[C:14](=[CH:15][CH:16]=[CH:17][N:18]=3)[N:13]=[CH:12][CH:11]=2)=CC=1.C([O-])(O)=O.[Na+]>>[NH3:9].[N:13]1[C:14]2[C:19](=[N:18][CH:17]=[CH:16][CH:15]=2)[C:10]([NH2:9])=[CH:11][CH:12]=1 |f:2.3|. Procedure details: 48% HBr (13 ml) was added to (4-methoxy-benzyl)-[1,5]naphthyridin-4-yl-amine 485 (0.5 g, 1.88 mmol) and the mixture was heated at 80° C. for 2 h. After cooling, the mixture was neutralized with sat. NaHCO3 solution and the aqueous phase was extracted with EtOAc (80 ml). The organic phase was washed with water, dried (Na2SO4) and concentrated in vacuo. The crude residue was purified by column chromatography with DCM/MeOH/Aq. NH3 (97:2:1) as the eluent to give the title compound (0.25 g, 90%). The reactants are CC#N, Clc1cnc2[nH]c(-c3ccc(OCCN4CCOCC4)cc3)nc2c1Cl, [H-], [Na+], OCCN1CCCC1. Yields the product Clc1cnc2nc(-c3ccc(OCCN4CCOCC4)cc3)[nH]c2c1OCCN1CCCC1. Reaction SMILES: [CH3:37][C:38]#[N:39].[Cl:1][c:2]1[c:3]([Cl:26])[c:4]2[c:5]([n:6][cH:7]1)[nH:8][c:9](-[c:11]1[cH:12][cH:13][c:14]([O:17][CH2:18][CH2:19][N:20]3[CH2:21][CH2:22][O:23][CH2:24][CH2:25]3)[cH:15][cH:16]1)[n:10]2.[H-:35].[Na+:36].[OH:27][CH2:28][CH2:29][N:30]1[CH2:31][CH2:32][CH2:33][CH2:34]1>>[Cl:1][c:2]1[c:3]([O:27][CH2:28][CH2:29][N:30]2[CH2:31][CH2:32][CH2:33][CH2:34]2)[c:4]2[c:5]([n:6][cH:7]1)[n:8][c:9](-[c:11]1[cH:12][cH:13][c:14]([O:17][CH2:18][CH2:19][N:20]3[CH2:21][CH2:22][O:23][CH2:24][CH2:25]3)[cH:15][cH:16]1)[nH:10]2. Starting materials: C(CCC)C=1C(N(C2=NC=CC=C2C1O)C1=CC=CC=C1)=O (3-(n-butyl)-4-hydroxy-1-phenyl-1,8-naphthyridin-2(1H)one), C([O-])([O-])=O.[K+].[K+] (potassium carbonate), BrCCO (2-bromoethanol). Run in CC(=O)C (acetone). Yields the product C(CCC)C=1C(N(C2=NC=CC=C2C1OCCO)C1=CC=CC=C1)=O (3-(n-butyl)-4-(2-hydroxyethoxy)-1-phenyl-1,8-naphthyridin-2(1H)one). Isolated yield 58.5%. RXN SMILES: [CH2:1]([C:5]1[C:6](=[O:22])[N:7]([C:16]2[CH:21]=[CH:20][CH:19]=[CH:18][CH:17]=2)[C:8]2[C:13]([C:14]=1[OH:15])=[CH:12][CH:11]=[CH:10][N:9]=2)[CH2:2][CH2:3][CH3:4].C(=O)([O-])[O-].[K+].[K+].Br[CH2:30][CH2:31][OH:32]>CC(C)=O>[CH2:1]([C:5]1[C:6](=[O:22])[N:7]([C:16]2[CH:17]=[CH:18][CH:19]=[CH:20][CH:21]=2)[C:8]2[C:13]([C:14]=1[O:15][CH2:30][CH2:31][OH:32])=[CH:12][CH:11]=[CH:10][N:9]=2)[CH2:2][CH2:3][CH3:4] |f:1.2.3|. Procedure details: Reflux a stirred solution of 16.2 gm of 3-(n-butyl)-4-hydroxy-1-phenyl-1,8-naphthyridin-2(1H)one and 11.4 gm of anhydrous potassium carbonate powder in 600 ml of dry acetone for 30 minutes. 95% 2-bromoethanol (10.3 gm) is added dropwise to the solution. The reaction is refluxed for 26 hours, cooled and the solvent removed by stripping. The resulting solid is dissolved in 500 ml chloroform and the chloroform solution is washed with 300 ml water, twice with 100 ml of 0.5N sodium hydroxide solution...